Dataset: the Open Reaction Database (ORD), a public repository of structured organic reaction records. Task: describe an organic reaction: reactants, conditions, products, and yield Reactants: NC1=C(C(=O)NNC(C)(C)C)C=CC=C1 (2-Amino-N′-(tert-butyl)benzohydrazide), C(C)(C)(C)NN (tert-butylhydrazine), C1=2C(=O)OC(NC1=CC=CC2)=O (isatoic anhydride). The product is C(C)(C)(C)NNC(C1=C(C=CC=C1)NCC=1NCCN1)=O (N′-(tert-butyl)-2-[(4,5-dihydro-1H-imidazol-2-ylmethyl)amino]benzohydrazide). RXN SMILES: [NH2:1][C:2]1[CH:15]=[CH:14][CH:13]=[CH:12][C:3]=1[C:4]([NH:6][NH:7][C:8]([CH3:11])([CH3:10])[CH3:9])=[O:5].[C:16]([NH:20]N)([CH3:19])(C)C.[C:22]12[C:28](=CC=CC=1)[NH:27]C(=O)OC2=O>>[C:8]([NH:7][NH:6][C:4](=[O:5])[C:3]1[CH:12]=[CH:13][CH:14]=[CH:15][C:2]=1[NH:1][CH2:19][C:16]1[NH:20][CH2:22][CH2:28][N:27]=1)([CH3:11])([CH3:10])[CH3:9]. Procedure details: 2-Amino-N′-(tert-butyl)benzohydrazide (prepared from tert-butylhydrazine and isatoic anhydride using the method described in Example 44) and CMI were reacted using conditions described in the general procedure for CMI coupling to give N′-(tert-butyl)-2-[(4,5-dihydro-1H-imidazol-2-ylmethyl)amino]benzohydrazide. Reactants: CN(C)C=O, [Cl-], COc1c(Cl)cc(C(=O)N2CS(=O)(=O)c3ccccc32)cc1OC(F)(F)F, Cl, [Li+]. Yields the product O=C(c1cc(Cl)c(O)c(OC(F)(F)F)c1)N1CS(=O)(=O)c2ccccc21. As a reaction SMILES: [CH3:31][N:32]([CH3:33])[CH:34]=[O:35].[Cl-:29].[Cl:1][c:2]1[cH:3][c:4]([C:5](=[O:6])[N:7]2[CH2:8][S:9](=[O:16])(=[O:17])[c:10]3[c:11]2[cH:12][cH:13][cH:14][cH:15]3)[cH:18][c:19]([O:23][C:24]([F:25])([F:26])[F:27])[c:20]1[O:21][CH3:22].[ClH:30].[Li+:28]>>[Cl:1][c:2]1[cH:3][c:4]([C:5](=[O:6])[N:7]2[CH2:8][S:9](=[O:16])(=[O:17])[c:10]3[c:11]2[cH:12][cH:13][cH:14][cH:15]3)[cH:18][c:19]([O:23][C:24]([F:25])([F:26])[F:27])[c:20]1[OH:21]. Reactants: Cl.N1=CC=C(C=C1)CCl (4-picolyl chloride hydrochloride), CC1(C(NOC1)=O)C (4,4-dimethyl-3-isoxazolidinone), C([O-])([O-])=O.[K+].[K+] (potassium carbonate), C1COCCOCCOCCOCCOCCO1 (18-Crown-6). Run in C(C)#N (acetonitrile), C(C)(=O)OCC (ethyl acetate). Conditions: time 8 hour. Product: CC1(C(N(OC1)CC1=CC=NC=C1)=O)C (4,4-Dimethyl-2-(4-pyridinylmethyl)-3-isoxazolidinone). RXN SMILES: Cl.[N:2]1[CH:7]=[CH:6][C:5]([CH2:8]Cl)=[CH:4][CH:3]=1.[CH3:10][C:11]1([CH3:17])[CH2:15][O:14][NH:13][C:12]1=[O:16].C(=O)([O-])[O-].[K+].[K+].C1OCCOCCOCCOCCOCCOC1>C(#N)C.C(OCC)(=O)C>[CH3:10][C:11]1([CH3:17])[CH2:15][O:14][N:13]([CH2:8][C:5]2[CH:6]=[CH:7][N:2]=[CH:3][CH:4]=2)[C:12]1=[O:16] |f:0.1,3.4.5|. Procedure details: A mixture of 4-picolyl chloride hydrochloride (1.4 g, 0.0084 mol), 4,4-dimethyl-3-isoxazolidinone (1.0 g, 0.0084 mol), potassium carbonate (3.6 g, 0.0261 mol), and 18-Crown-6 (0.10 g, 0.0004 mol) in acetonitrile (50 mL) is stirred at room temperature overnight. The reaction mixture is poured into ethyl acetate (50 mL) and the mixture washed with water (3×30 mL). The organic layer is dried (magnesium sulfate) and concentrated under reduced pressure to yield an oil. This oil is passed through a si...